Dataset: the Open Reaction Database (ORD), a public repository of structured organic reaction records. Task: describe an organic reaction: reactants, conditions, products, and yield Reactants: ClC1=C(C(=O)OC)C=CC=C1N (methyl 2-chloro-3-aminobenzoate), C1(CC(CCC1)=O)=O (1,3-cyclohexanedione). Run at temperature 120 celsius. Product: C(=O)(OC)C=1C(=C(NC2=CC(CCC2)=O)C=CC1)Cl (3-(3-carbomethoxy-2-chloroanilino)cyclohex-2-en-1-one). Isolated yield 83.9%. Reaction SMILES: [Cl:1][C:2]1[C:11]([NH2:12])=[CH:10][CH:9]=[CH:8][C:3]=1[C:4]([O:6][CH3:7])=[O:5].[C:13]1(=O)[CH2:18][CH2:17][CH2:16][C:15](=[O:19])[CH2:14]1>>[C:4]([C:3]1[C:2]([Cl:1])=[C:11]([CH:10]=[CH:9][CH:8]=1)[NH:12][C:13]1[CH2:18][CH2:17][CH2:16][C:15](=[O:19])[CH:14]=1)([O:6][CH3:7])=[O:5]. Procedure: A mixture of methyl 2-chloro-3-aminobenzoate (11.11 g, 59.86 mM) and 1,3-cyclohexanedione (9.05 g, 80.8 mM) was heated at 120° C. under a stream of nitrogen for 4 hours. The resultant solid was triturated with hot ethyl acetate, then dried in vacuo to afford 14.05 g (84%) of 3-(3-carbomethoxy-2-chloroanilino)cyclohex-2-en-1-one as a yellow orange solid. 1H NMR (CDCl3) δ7.6 (dt, 1H, J=1 and 8 Hz), 7.3 (t, 1H, J=8 Hz), 6.6 (br s, 1H), 5.62 (s, 1H), 3.95 (s, 3H), 2.6 (t, 2H, J=6 Hz), 2.4 (t, 2H, J=... Starting materials: ClC=1N=C(C2=C(N1)C(=CS2)C)NC\C=C\C2=CC=CC=C2 (2-chloro-4-(trans-cinnamylamino)-7-methylthieno[3,2-d]pyrimidine), C(C=C)N (allylamine), C(O)([O-])=O.[Na+] (sodium hydrogen carbonate). Yields the product C(C=C)NC=1N=C(C2=C(N1)C(=CS2)C)NC\C=C\C2=CC=CC=C2 (2-Allylamino-4-(trans-cinnamylamino)-7-methylthieno[3,2-d]pyrimidine). Isolated yield 81.4%. Reaction SMILES: Cl[C:2]1[N:3]=[C:4]([NH:12][CH2:13]/[CH:14]=[CH:15]/[C:16]2[CH:21]=[CH:20][CH:19]=[CH:18][CH:17]=2)[C:5]2[S:10][CH:9]=[C:8]([CH3:11])[C:6]=2[N:7]=1.[CH2:22]([NH2:25])[CH:23]=[CH2:24].C(=O)([O-])O.[Na+]>>[CH2:22]([NH:25][C:2]1[N:3]=[C:4]([NH:12][CH2:13]/[CH:14]=[CH:15]/[C:16]2[CH:21]=[CH:20][CH:19]=[CH:18][CH:17]=2)[C:5]2[S:10][CH:9]=[C:8]([CH3:11])[C:6]=2[N:7]=1)[CH:23]=[CH2:24] |f:2.3|. Procedure details: 316 mg (1.0 mmol) of 2-chloro-4-(trans-cinnamylamino)-7-methylthieno[3,2-d]pyrimidine and 914 mg (16.0 mmol) of allylamine were heated in a sealed tube at 160° C. for 16 hours. After completion of the reaction, the reaction mixture was allowed to resume room temperature, followed by adding a saturated aqueous sodium hydrogen carbonate solution thereto and extraction with ethyl acetate (50 ml×2). After the organic layer was washed with brine and dried over anhydrous sodium sulfate, the solvent wa...